Dataset: the Open Reaction Database (ORD), a public repository of structured organic reaction records. Task: describe an organic reaction: reactants, conditions, products, and yield Starting materials: O (water), [Br-].[Li+] (lithium bromide), ClC1(C(=O)OC(C)(C)C)C(C)(C(C)C)O1 (tert.-butyl 2-chloro-2,3-epoxy-3-isopropyl-butanoate), O (water). Solvent: petroleum ether, C([O-])([O-])=O.[Li+].[Li+] (lithium carbonate). Reaction conditions: time 48 hour. The product is C(C)(C)C(C(C(=O)OC(C)(C)C)=O)=C (tert.-butyl 3-isopropyl-2-oxo-3-butenoate). Isolated yield 85.2%. As a reaction SMILES: [Br-].[Li+].Cl[C:4]1([O:17][C:12]1([CH:14]([CH3:16])[CH3:15])[CH3:13])[C:5]([O:7][C:8]([CH3:11])([CH3:10])[CH3:9])=[O:6].O>C(=O)([O-])[O-].[Li+].[Li+]>[CH:14]([C:12](=[CH2:13])[C:4](=[O:17])[C:5]([O:7][C:8]([CH3:11])([CH3:10])[CH3:9])=[O:6])([CH3:16])[CH3:15] |f:0.1,4.5.6|. Procedure details: 118 g of anhydrous lithium bromide were added under a nitrogen atmosphere at 5° C to a mixture of 117.5 g of tert.-butyl 2-chloro-2,3-epoxy-3-isopropyl-butanoate in 18.5 g of lithium carbonate and 1.15 liters of hexamethylphosphortriamide and after returning to room temperature, the mixture was stirred under a nitrogen atmosphere for 48 hours. 500 ml of distilled water were added thereto and the mixture was added to a decanting flask containing a 9:1 mixture of water and petroleum ether. After d... The reactants are FC(C(=O)O)(F)F (trifluoroacetic acid), COC1=C(CNS(=O)(=O)C(C(C)(C)O)C2=CC=C(C=C2)Br)C=CC(=C1)OC (N-(2,4-dimethoxybenzyl)-1-(4-bromophenyl)-2-hydroxy-2-methylpropane-1-sulfonamide), C1(=CC=CC=C1)C (toluene). Run in ClCCl (dichloromethane). Run at time 17 hour. Product: BrC1=CC=C(C=C1)C(C(C)(C)O)S(=O)(=O)N (1-(4-Bromophenyl)-2-hydroxy-2-methylpropane-1-sulfonamide). Reaction SMILES: COC1C=C(OC)C=CC=1C[NH:6][S:7]([CH:10]([C:15]1[CH:20]=[CH:19][C:18]([Br:21])=[CH:17][CH:16]=1)[C:11]([OH:14])([CH3:13])[CH3:12])(=[O:9])=[O:8].FC(F)(F)C(O)=O.C1(C)C=CC=CC=1>ClCCl>[Br:21][C:18]1[CH:19]=[CH:20][C:15]([CH:10]([S:7]([NH2:6])(=[O:8])=[O:9])[C:11]([OH:14])([CH3:13])[CH3:12])=[CH:16][CH:17]=1. Reported procedure: A solution of N-(2,4-dimethoxybenzyl)-1-(4-bromophenyl)-2-hydroxy-2-methylpropane-1-sulfonamide from the above reaction in 150 ml of dichloromethane was admixed with 50 ml of trifluoroacetic acid and stirred at room temperature for 17 hours. The starting solution was coevaporated twice with 100 ml of toluene and the crude product was purified using a Flashmaster with an n-heptane/ethyl acetate gradient by means of normal phase chromotography. The product-containing fractions were combined and co... Starting materials: ClC=1C=CC2=C(SC(=C2)C2(CCN(CC2)C(=O)OC(C)(C)C)O)C1 (6-chloro-2-(4-hydroxy-N-t-butoxycarbonyl-piperidin-4-yl)benzo[b]thiophene), FC(C(=O)O)(F)F (trifluoroacetic acid). Run in C(Cl)Cl (methylene chloride). Conditions: temperature 23 celsius, time 4 hour. The product is ClC=1C=CC2=C(SC(=C2)C=2CCNCC2)C1 (6-chloro-2-(1,2,3,6-tetrahydropyridin-4-yl)-benzo[b]thiophene). Yield: 90.5%. As a reaction SMILES: [Cl:1][C:2]1[CH:3]=[CH:4][C:5]2[CH:9]=[C:8]([C:10]3(O)[CH2:15][CH2:14][N:13](C(OC(C)(C)C)=O)[CH2:12][CH2:11]3)[S:7][C:6]=2[CH:24]=1.FC(F)(F)C(O)=O>C(Cl)Cl>[Cl:1][C:2]1[CH:3]=[CH:4][C:5]2[CH:9]=[C:8]([C:10]3[CH2:15][CH2:14][NH:13][CH2:12][CH:11]=3)[S:7][C:6]=2[CH:24]=1. Reported procedure: A solution of 6-chloro-2-(4-hydroxy-N-t-butoxycarbonyl-piperidin-4-yl)benzo[b]thiophene (1.04 g, 2.83 mmol) in methylene chloride (30.0 ml) was treated with 4.36 ml of trifluoroacetic acid and stirred at 23° C. for 4 hours. The reaction was concentrated to a foam under reduced pressure and the residue chromatographed (silica gel, CHCl3 /MeOH 95:5) to give 0.640 g (90%) of a tan powder. FDMS m/e=250 (M+ of free base) The reactants are CN1CC2=C(NC=3C=CC(=CC23)C)CC1 (2,8-dimethyl-2,3,4,5-tetrahydro-1H-pyrido[4,3-b]indole), BrC1=COC=C1 (3-bromofuran), [O-]P(=O)([O-])[O-].[K+].[K+].[K+] (K3PO4), N1[C@H](C(=O)O)CCC1 (L-Proline). Reagents/catalysts: [Cu]I (CuI). Solvent: CN(C)C=O (DMF), O (water). The product is O1C=C(C=C1)N1C2=C(C=3C=C(C=CC13)C)CN(CC2)C (5-furan-3-yl-2,8-dimethyl-2,3,4,5-tetrahydro-1H-pyrido[4,3-b]indole). Isolated yield 0.6%. Reaction SMILES: [CH3:1][N:2]1[CH2:15][CH2:14][C:5]2[NH:6][C:7]3[CH:8]=[CH:9][C:10]([CH3:13])=[CH:11][C:12]=3[C:4]=2[CH2:3]1.Br[C:17]1[CH:21]=[CH:20][O:19][CH:18]=1.[O-]P([O-])([O-])=O.[K+].[K+].[K+].N1CCC[C@H]1C(O)=O>CN(C=O)C.O.[Cu]I>[O:19]1[CH:20]=[CH:21][C:17]([N:6]2[C:7]3[CH:8]=[CH:9][C:10]([CH3:13])=[CH:11][C:12]=3[C:4]3[CH2:3][N:2]([CH3:1])[CH2:15][CH2:14][C:5]2=3)=[CH:18]1 |f:2.3.4.5|. Procedure details: A solution of 2,8-dimethyl-2,3,4,5-tetrahydro-1H-pyrido[4,3-b]indole (0.4 g, 2 mmol), 3-bromofuran (0.35 mL, 4 mmol), K3PO4 (0.848 g, 4 mmol), CuI (38 mg, 0.2 mmol) and L-Proline (46 mg, 0.39 mmol) in dry DMF (6 mL) was stirred at 150° C. for 16 h. The reaction mixture was diluted with water and extracted with EtOAc. The organic layer was dried over anhydrous sodium sulfate and concentrated under reduced pressure to afford crude material, which was purified by reverse phase HPLC to yield 5-furan... The reactants are CO, COC(=O)C1CCC(OC)(c2ncc(-c3cc(C)cc(Nc4nccc(C(F)(F)F)n4)c3)s2)CC1(C)C, [K+], [OH-]. The product is COC1(c2ncc(-c3cc(C)cc(Nc4nccc(C(F)(F)F)n4)c3)s2)CCC(C(=O)O)C(C)(C)C1. Reaction SMILES: [CH3:3][OH:4].[CH3:5][O:6][C:7](=[O:8])[CH:9]1[C:10]([CH3:40])([CH3:41])[CH2:11][C:12]([c:15]2[s:16][c:17](-[c:20]3[cH:21][c:22]([CH3:37])[cH:23][c:24]([NH:26][c:27]4[n:28][cH:29][cH:30][c:31]([C:33]([F:34])([F:35])[F:36])[n:32]4)[cH:25]3)[cH:18][n:19]2)([O:38][CH3:39])[CH2:13][CH2:14]1.[K+:2].[OH-:1]>>[O:6]=[C:7]([OH:8])[CH:9]1[C:10]([CH3:40])([CH3:41])[CH2:11][C:12]([c:15]2[s:16][c:17](-[c:20]3[cH:21][c:22]([CH3:37])[cH:23][c:24]([NH:26][c:27]4[n:28][cH:29][cH:30][c:31]([C:33]([F:34])([F:35])[F:36])[n:32]4)[cH:25]3)[cH:18][n:19]2)([O:38][CH3:39])[CH2:13][CH2:14]1. Starting materials: C1CCCCC1, CCOC(C)=O, Clc1cncc(Cl)n1, Oc1ccnc2ccccc12. Product: Clc1cncc(Oc2ccnc3ccccc23)n1. Reaction SMILES: [CH2:26]1[CH2:27][CH2:28][CH2:29][CH2:30][CH2:31]1.[CH3:20][CH2:21][O:22][C:23]([CH3:24])=[O:25].[Cl:1][c:2]1[n:3][c:4]([Cl:8])[cH:5][n:6][cH:7]1.[OH:9][c:10]1[cH:11][cH:12][n:13][c:14]2[cH:15][cH:16][cH:17][cH:18][c:19]12>>[c:2]1([O:9][c:10]2[cH:11][cH:12][n:13][c:14]3[cH:15][cH:16][cH:17][cH:18][c:19]23)[n:3][c:4]([Cl:8])[cH:5][n:6][cH:7]1. The reactants are Cl (HCl), C(C1=CC=CC=C1)I (Benzyl iodide), C([O-])([O-])=O.[K+].[K+] (potassium carbonate), C(C1=CC=CC=C1)N([C@@H](C(=O)OC)C(C)C)S(=O)(=O)NC (methyl 2-(R)-[benzyl-(methylaminosulfonyl)amino]-3-methylbutyrate). Solvent: CN(C)C=O (DMF). Reaction conditions: time 96 hour. Product: C(C1=CC=CC=C1)N([C@@H](C(=O)OC)C(C)C)S(=O)(=O)NCCC1=CC=CC=C1 (methyl 2-(R)-[benzyl-(benzylmethylaminosulfonyl)amino]-3-methylbutyrate). Yield: 60.0%. As a reaction SMILES: [CH2:1](I)[C:2]1[CH:7]=[CH:6][CH:5]=[CH:4][CH:3]=1.C(=O)([O-])[O-].[K+].[K+].[CH2:15]([N:22]([S:31]([NH:34][CH3:35])(=[O:33])=[O:32])[C@H:23]([CH:28]([CH3:30])[CH3:29])[C:24]([O:26][CH3:27])=[O:25])[C:16]1[CH:21]=[CH:20][CH:19]=[CH:18][CH:17]=1.Cl>CN(C=O)C>[CH2:15]([N:22]([S:31]([NH:34][CH2:35][CH2:1][C:2]1[CH:7]=[CH:6][CH:5]=[CH:4][CH:3]=1)(=[O:33])=[O:32])[C@H:23]([CH:28]([CH3:30])[CH3:29])[C:24]([O:26][CH3:27])=[O:25])[C:16]1[CH:21]=[CH:20][CH:19]=[CH:18][CH:17]=1 |f:1.2.3|. Reported procedure: Benzyl iodide (280 mg, 1.28 mmol) and anhydrous potassium carbonate (440 mg, 3.2 mmol) were added to a solution of methyl 2-(R)-[benzyl-(methylaminosulfonyl)amino]-3-methylbutyrate (200 mg, 0.64 mmol), [prepared as described in Step 1 above] in DMF (3 ml) at RT. After 96 h, 1 M HCl was added and the product was extracted into ethyl acetate. The organic layer was washed with dilute sodium thiosulfate and brine and dried over MgSO4. The organics were removed in vacuo and the residue was chromatogr... Reactants: C(C)(C)(C)OC(NCC1=C(C(=CC(=C1)C=1N=NNN1)Cl)F)=O ([3-chloro-2-fluoro-5-(2H-tetrazol-5-yl)-benzyl]-carbamic acid tert-butyl ester), Cl (HCl). Run in O1CCOCC1 (dioxane), O1CCOCC1 (dioxane). Conditions: time 72 hour. Yields the product Cl.ClC=1C(=C(CN)C=C(C1)C=1N=NNN1)F (3-Chloro-2-fluoro-5-(2H-tetrazol-5-yl)-benzylamine, hydrochloride). RXN SMILES: C(OC(=O)[NH:7][CH2:8][C:9]1[CH:14]=[C:13]([C:15]2[N:16]=[N:17][NH:18][N:19]=2)[CH:12]=[C:11]([Cl:20])[C:10]=1[F:21])(C)(C)C.Cl>O1CCOCC1>[ClH:20].[Cl:20][C:11]1[C:10]([F:21])=[C:9]([CH:14]=[C:13]([C:15]2[N:16]=[N:17][NH:18][N:19]=2)[CH:12]=1)[CH2:8][NH2:7] |f:3.4|. Procedure details: To a solution of [3-chloro-2-fluoro-5-(2H-tetrazol-5-yl)-benzyl]-carbamic acid tert-butyl ester (1.06 g, 3.23 mmol) in dioxane (20 mL) was added a 4M HCl solution in dioxane (8.09 mL, 32.3 mmol). The reaction mixture was stirred at RT for 72 h and then freeze-dried overnight to afford the title compound as a white solid. MS (LC/MS): 228.0 [M+H]+; tR (HPLC conditions c): 2.68 min. Reactants: NC1=NC2(COC1)c1cc(Br)ccc1Oc1cnc(OC(F)F)cc12, OB(O)c1cccnc1F, [K+], [K+], [K+], O=P([O-])([O-])[O-]. The product is NC1=NC2(COC1)c1cc(-c3cccnc3F)ccc1Oc1cnc(OC(F)F)cc12. As a reaction SMILES: [Br:1][c:2]1[cH:3][c:4]2[c:17]([cH:18][cH:19]1)[O:16][c:7]1[c:6]([cH:11][c:10]([O:12][CH:13]([F:14])[F:15])[n:9][cH:8]1)[C:5]21[CH2:20][O:21][CH2:22][C:23]([NH2:25])=[N:24]1.[F:26][c:27]1[n:28][cH:29][cH:30][cH:31][c:32]1[B:33]([OH:34])[OH:35].[K+:41].[K+:42].[K+:43].[P:36]([O-:37])([O-:38])([O-:39])=[O:40]>>[c:2]1(-[c:32]2[c:27]([F:26])[n:28][cH:29][cH:30][cH:31]2)[cH:3][c:4]2[c:17]([cH:18][cH:19]1)[O:16][c:7]1[c:6]([cH:11][c:10]([O:12][CH:13]([F:14])[F:15])[n:9][cH:8]1)[C:5]21[CH2:20][O:21][CH2:22][C:23]([NH2:25])=[N:24]1.